Dataset: the Open Reaction Database (ORD), a public repository of structured organic reaction records. Task: describe an organic reaction: reactants, conditions, products, and yield Reactants: COC1=C(C=C(C(=O)NC)C=C1C(=O)N1C(SCC1)=S)C(=O)N1C(SCC1)=S (4-methoxy-N-methyl-3,5-bis-(2-thioxo-thiazolidine-3-carbonyl)-benzamide), CN (methylamine), C(C)(C)O (isopropanol), CO (methanol). The solvent is ClCCl (dichloromethane). The product is COC1=C(C=C(C(=O)NC)C=C1C(=O)N1C(SCC1)=S)C(=O)NC (4-methoxy-N1,N3-dimethyl-5-(2-thioxo-thiazolidine-3-carbonyl)-isophthalamide). As a reaction SMILES: [CH3:1][O:2][C:3]1[C:12]([C:13]([N:15]2[CH2:19][CH2:18][S:17][C:16]2=[S:20])=[O:14])=[CH:11][C:6]([C:7]([NH:9][CH3:10])=[O:8])=[CH:5][C:4]=1[C:21]([N:23]1CCS[C:24]1=S)=[O:22].CN.C(O)(C)C.CO>ClCCl>[CH3:1][O:2][C:3]1[C:12]([C:13]([N:15]2[CH2:19][CH2:18][S:17][C:16]2=[S:20])=[O:14])=[CH:11][C:6]([C:7]([NH:9][CH3:10])=[O:8])=[CH:5][C:4]=1[C:21]([NH:23][CH3:24])=[O:22]. Procedure details: To a solution of compound 6A in dichloromethane, a mixture of 1 mL methylamine solution (40% wt in water, d=0.902) and isopropanol (10 mL) was added dropwise over 48 h. The reaction mixture was applied directly onto a gradient flash silica column (1-5% methanol in dicholoromethane). The desired product was obtained as a thick, yellow oil. Yield 2.9 g (68% based on methylamine).